From a dataset of the Open Reaction Database (ORD), a public repository of structured organic reaction records. describe an organic reaction: reactants, conditions, products, and yield Starting materials: C(=O)C=1C=C2C(=CNC2=CC1)C1CCN(CC1)C (5-formyl-3-(1-methylpiperidin-4-yl)-1H-indole), ClC1=CC(=C(C=C1)N)N (4-chloro-o-phenylenediamine). The solvent is [N+](=O)([O-])C1=CC=CC=C1 (nitrobenzene). Conditions: temperature 155 celsius, time 24 hour. Product: ClC1=CC2=C(N=C(N2)C=2C=C3C(=CNC3=CC2)C2CCN(CC2)C)C=C1 (5-(5-Chlorobenzimidazol-2-yl)-3-(1-Methylpiperidin-4-yl)-1H-Indole). Isolated yield 65.5%. Reaction SMILES: [CH:1]([C:3]1[CH:4]=[C:5]2[C:9](=[CH:10][CH:11]=1)[NH:8][CH:7]=[C:6]2[CH:12]1[CH2:17][CH2:16][N:15]([CH3:18])[CH2:14][CH2:13]1)=O.[Cl:19][C:20]1[CH:25]=[CH:24][C:23]([NH2:26])=[C:22]([NH2:27])[CH:21]=1>[N+](C1C=CC=CC=1)([O-])=O>[Cl:19][C:20]1[CH:25]=[CH:24][C:23]2[N:26]=[C:1]([C:3]3[CH:4]=[C:5]4[C:9](=[CH:10][CH:11]=3)[NH:8][CH:7]=[C:6]4[CH:12]3[CH2:17][CH2:16][N:15]([CH3:18])[CH2:14][CH2:13]3)[NH:27][C:22]=2[CH:21]=1. Reported procedure: A solution of 5-formyl-3-(1-methylpiperidin-4-yl)-1H-indole (0.210 g, 0.90 mmol), and 4-chloro-o-phenylenediamine (0.197 g, 1.38 mmol), in 15 mL of nitrobenzene was heated, with stirring, at 150-160° C. for 24 hours. The solution was allowed to cool to room temperature, the solvent was removed in vacuo, and the residue was purified by silica gel chromatography (dichloromethane:methanol 10:1.5) to give the title compound (0.215 g, 68%) as an amorphous tan solid. FDMS m/e=365 (M+). EA calculated f... Starting materials: NC1=C(SC=C1)C(=O)OC (methyl 3-amino-thiophene-2-carboxylate), [OH-].[Na+] (sodium hydroxide), C([O-])(O)=O.[Na+] (sodium bicarbonate), C(C1=CC=CC=C1)N=C=O (benzyl isocyanate), Cl (hydrochloric acid), [OH-].[Na+] (sodium hydroxide). The solvent is C(C)#N (acetonitrile), C(C)#N (acetonitrile). Reaction conditions: time 5 hour. Product: C(C1=CC=CC=C1)NC(NC1=C(SC=C1)C(=O)O)=O (3-(3-benzylureido)thiophene-2-carboxylic acid). Isolated yield 39.0%. As a reaction SMILES: [NH2:1][C:2]1[CH:6]=[CH:5][S:4][C:3]=1[C:7]([O:9]C)=[O:8].[OH-].[Na+].Cl.C(=O)(O)[O-].[Na+].[CH2:19]([N:26]=[C:27]=[O:28])[C:20]1[CH:25]=[CH:24][CH:23]=[CH:22][CH:21]=1>C(#N)C>[CH2:19]([NH:26][C:27](=[O:28])[NH:1][C:2]1[CH:6]=[CH:5][S:4][C:3]=1[C:7]([OH:9])=[O:8])[C:20]1[CH:25]=[CH:24][CH:23]=[CH:22][CH:21]=1 |f:1.2,4.5|. Reported procedure: To a solution of methyl 3-amino-thiophene-2-carboxylate 9.43 g (60 mmol) in acetonitrile 12 ml, 2N-sodium hydroxide 36 ml (72 mmol) was added and the mixture was stirred for 5 hrs. at 85° C. The reaction mixture was neutralized with 2N-hydrochloric acid 36 ml (72 mmol), then saturated sodium bicarbonate solution 50 ml and a solution of benzyl isocyanate 7.41 ml (60 mmol) in acetonitrile 36 ml were added and the mixture was stirred overnight. The reaction mixture was basified with 2N-sodium hydro... Reactants: FC(S(=O)(=O)OC1=C(C2=CC=CC=C2C=C1)[Si](C)(C)C)(F)F (1-(trimethylsilyl)naphthalen-2-yl trifluoromethanesulfonate), [F-].[Cs+] (Cesium Fluoride), P([O-])([O-])[O-] (phosphite), C(C)#N (Acetonitrile), CCOC(=O)C (EtOAc). Solvent: Pet. Ether. The product is C1=C(C=CC2=CC=CC=C12)P(OCC)(OCC)=O (Diethyl naphthalen-2-ylphosphonate). Reaction SMILES: FC(F)(F)S(O[C:7]1[CH:16]=[CH:15][C:14]2[C:9](=[CH:10][CH:11]=[CH:12][CH:13]=2)[C:8]=1[Si](C)(C)C)(=O)=O.[F-].[Cs+].[P:25]([O-:28])([O-:27])[O-:26].[C:29](#N)[CH3:30].[CH3:32][CH2:33]OC(C)=O>>[CH:8]1[C:9]2[C:14](=[CH:13][CH:12]=[CH:11][CH:10]=2)[CH:15]=[CH:16][C:7]=1[P:25](=[O:28])([O:27][CH2:29][CH3:30])[O:26][CH2:32][CH3:33] |f:1.2|. Procedure details: 1-(trimethylsilyl)naphthalen-2-yl trifluoromethanesulfonate (25 mg, 0.073 mmol), Cesium Fluoride (60 mg, 0.395 mmol), Triethtyl phosphite (47 mg, 0.287 mmol), Acetonitrile (1 ml): Reaction Time 24 h; Rf: 0.3 (1:3 EtOAc:Pet. Ether); Thick oil; 15.5 mg, 82%; 1H NMR (400 MHz, CDCl3, TMS) δ 8.44 (d, J=15.6 Hz, 1H), 7.97-7.85 (m, 3H), 7.81-7.72 (m, 1H), 7.64-7.52 (m, 2H), 4.26-4.05 (m, 4H), 1.34 (t, J=7.0 Hz, 6H); 13C NMR (100 MHz, CDCl3, TMS) δ 135.0 (d, J=2.3 Hz), 134.0 (d, J=10.0 Hz), 132.3 (d, J=... Starting materials: COc1ccccc1C1CC(=O)c2c(C)n[nH]c2C1, [I-], [Li+], Cc1cc(C)nc(C)c1. The product is Cc1n[nH]c2c1C(=O)CC(c1ccccc1O)C2. Reaction SMILES: [CH3:1][O:2][c:3]1[c:4]([CH:9]2[CH2:10][C:11](=[O:19])[c:12]3[c:13]([CH3:18])[n:14][nH:15][c:16]3[CH2:17]2)[cH:5][cH:6][cH:7][cH:8]1.[I-:20].[Li+:21].[n:22]1[c:23]([CH3:24])[cH:25][c:26]([CH3:27])[cH:28][c:29]1[CH3:30]>>[OH:2][c:3]1[c:4]([CH:9]2[CH2:10][C:11](=[O:19])[c:12]3[c:13]([CH3:18])[n:14][nH:15][c:16]3[CH2:17]2)[cH:5][cH:6][cH:7][cH:8]1. The reactants are Clc1ccc(-c2ccnc(Cl)c2-c2ccncc2)cc1, NN, O, c1ccncc1. Product: NNc1nccc(-c2ccc(Cl)cc2)c1-c1ccncc1. As a reaction SMILES: [Cl:1][c:2]1[n:3][cH:4][cH:5][c:6](-[c:14]2[cH:15][cH:16][c:17]([Cl:20])[cH:18][cH:19]2)[c:7]1-[c:8]1[cH:9][cH:10][n:11][cH:12][cH:13]1.[NH2:22][NH2:23].[OH2:21].[cH:24]1[cH:25][cH:26][n:27][cH:28][cH:29]1>>[c:2]1([NH:22][NH2:23])[n:3][cH:4][cH:5][c:6](-[c:14]2[cH:15][cH:16][c:17]([Cl:20])[cH:18][cH:19]2)[c:7]1-[c:8]1[cH:9][cH:10][n:11][cH:12][cH:13]1. Starting materials: N1=C(C=CC=C1)C1=NNC(C1)=O (3-(2-pyridyl)-4, 5-dihydropyrazol-5-one), C(C)OCC (diethyl ether), [H-].[Na+] (sodium hydride), BrCCC (1-bromopropane). Solvent: CN(C=O)C (dimethylformamide), O (water), CN(C=O)C (dimethylformamide). Conditions: time 1 hour. Yields the product N1=C(C=CC=C1)C1=NN(C(C1)=O)CCC (3-(2-pyridyl)-1-propyl-4, 5-dihydropyrazol-5-one). Yield: 111.1%. RXN SMILES: [H-].[Na+].[N:3]1[CH:8]=[CH:7][CH:6]=[CH:5][C:4]=1[C:9]1[CH2:13][C:12](=[O:14])[NH:11][N:10]=1.Br[CH2:16][CH2:17][CH3:18].C(OCC)C>CN(C)C=O.O>[N:3]1[CH:8]=[CH:7][CH:6]=[CH:5][C:4]=1[C:9]1[CH2:13][C:12](=[O:14])[N:11]([CH2:16][CH2:17][CH3:18])[N:10]=1 |f:0.1|. Reported procedure: To a suspension of 0.29 g (7.3 mmol) of 60% oily sodium hydride in 10 ml of anhydrous dimethylformamide was added dropwise a solution of 1.2 g (6.2 mmol) of 3-(2-pyridyl)-4, 5-dihydropyrazol-5-one in dimethylformamide (10 ml) at 0° C. After one hour of stirring at room temperature, 0.92 g (7.5 mmol) of 1-bromopropane was added dropwise and stirring was continued for another 18 hours. To the reaction solution was added 50 ml of diethyl ether and 50 ml of water, and vigorously agitated. The result... The reactants are O=c1[nH]c2sc(Br)c(Br)c2[nH]c1=O, CC(=O)O, O, [Zn]. Product: O=c1[nH]c2scc(Br)c2[nH]c1=O. RXN SMILES: [Br:2][c:3]1[c:4]([Br:14])[c:5]2[c:6]([nH:7][c:8](=[O:12])[c:9](=[O:11])[nH:10]2)[s:13]1.[CH3:15][C:16](=[O:17])[OH:18].[OH2:1].[Zn:19]>>[cH:3]1[c:4]([Br:14])[c:5]2[c:6]([nH:7][c:8](=[O:12])[c:9](=[O:11])[nH:10]2)[s:13]1.